From a dataset of the Open Reaction Database (ORD), a public repository of structured organic reaction records. describe an organic reaction: reactants, conditions, products, and yield Starting materials: CN1C(NCC1)=O (1-methylimidazolidin-2-one), [H-].[Na+] (sodium hydride), CS(=O)C (dimethylsulfoxide), O1CCC(=CC1)C1=C(C=C(C=C1)N1C(O[C@H](C1)COS(=O)(=O)C)=O)F ((5R)-3-(4-(3,6-dihydro-2H-pyran-4-yl)-3-fluorophenyl)-5-methanesulfonyloxymethyloxazolidin-2-one), CS(=O)C (dimethylsulfoxide). Conditions: time 20 minute. Yields the product O1CCC(=CC1)C1=C(C=C(C=C1)N1C(O[C@H](C1)CN1C(N(C=C1)C)=O)=O)F ((5S)-3-(4-(3,6-Dihydro-2H-pyran-4-yl)-3-fluorophenyl)-5-(3-methyl-2-oxo-2,3-dihydroimidazol-1-ylmethyl)oxazolidin-2-one). RXN SMILES: [CH3:1][N:2]1[CH2:6][CH2:5][NH:4][C:3]1=[O:7].[H-].[Na+].[O:10]1[CH2:15][CH:14]=[C:13]([C:16]2[CH:21]=[CH:20][C:19]([N:22]3[CH2:26][C@H:25](COS(C)(=O)=O)[O:24][C:23]3=[O:33])=[CH:18][C:17]=2[F:34])[CH2:12][CH2:11]1.[CH3:35]S(C)=O>>[O:10]1[CH2:11][CH:12]=[C:13]([C:16]2[CH:21]=[CH:20][C:19]([N:22]3[CH2:26][C@H:25]([CH2:1][N:2]4[CH:6]=[CH:5][N:4]([CH3:35])[C:3]4=[O:7])[O:24][C:23]3=[O:33])=[CH:18][C:17]=2[F:34])[CH2:14][CH2:15]1 |f:1.2|. Procedure: A solution of 1-methylimidazolidin-2-one (80 mg, 0.82 mM, Heterocycles, 1987, 26, 3153) in dimethylsulfoxide (1 ml) was treated with sodium hydride (55% in oil, 40 mg, 0.92 mM) at ambient temperature under nitrogen. After stirring for 20 minutes, (5R)-3-(4-(3,6-dihydro-2H-pyran-4-yl)-3-fluorophenyl)-5-methanesulfonyloxymethyloxazolidin-2-one (300 mg, 0.81 mM; WO 97-09328) in dimethylsulfoxide (1.5 ml) was added and stirring continued for 1.5 hours. The temperature was then progressively raised t...